From a dataset of the Open Reaction Database (ORD), a public repository of structured organic reaction records. describe an organic reaction: reactants, conditions, products, and yield Reactants: [OH-].[K+] (potassium hydroxide), Cl (hydrochloric acid), O=C(CCCC(=O)O)C1=C(C=CC=C1)C (5-oxo-5-(2-methylphenyl)pentanoic acid), [BH4-].[Na+] (sodium borohydride). Solvent: C(C)(=O)OCC (ethyl acetate), O (water), O (water). Product: CC1=C(C=CC=C1)C1CCCC(O1)=O (6-(2-methylphenyl)-tetrahydropyran-2-one). Yield: 57.1%. RXN SMILES: O=[C:2]([C:9]1[CH:14]=[CH:13][CH:12]=[CH:11][C:10]=1[CH3:15])[CH2:3][CH2:4][CH2:5][C:6]([OH:8])=[O:7].[OH-].[K+].[BH4-].[Na+].Cl>O.C(OCC)(=O)C>[CH3:15][C:10]1[CH:11]=[CH:12][CH:13]=[CH:14][C:9]=1[CH:2]1[O:7][C:6](=[O:8])[CH2:5][CH2:4][CH2:3]1 |f:1.2,3.4|. Procedure details: To a stirred suspension of 5-oxo-5-(2-methylphenyl)pentanoic acid (10 g) in water (100 mL) is added potassium hydroxide pellets (6.35 g). The temperature of the mixture is maintained at 2-20° C. whilst sodium borohydride (1.47 g) is added over 15 minutes. The reaction mixture is left at room temperature for 18 hours when 1 N hydrochloric acid (100 mL) is cautiously added followed by water (50 mL) and ethyl acetate (100 mL). The organic phase is separated and the aqueous phase extracted twice wit... Reactants: Cc1nc(NC(=O)c2cccnc2)sc1CCO[N+](=O)[O-], Cc1nc(C(=O)O)sc1CCO, NNc1nncc2ccccc12. Yields the product Cc1nc(C(=O)NNc2nncc3ccccc23)sc1CCO[N+](=O)[O-]. As a reaction SMILES: [CH3:1][c:2]1[n:3][c:4]([NH:13][C:14](=[O:15])[c:16]2[cH:17][cH:18][cH:19][n:20][cH:21]2)[s:5][c:6]1[CH2:7][CH2:8][O:9][N+:10](=[O:11])[O-:12].[OH:34][CH2:35][CH2:36][c:37]1[s:38][c:39]([C:40]([OH:41])=[O:42])[n:43][c:44]1[CH3:45].[c:22]1([NH:32][NH2:33])[n:23][n:24][cH:25][c:26]2[cH:27][cH:28][cH:29][cH:30][c:31]12>>[CH3:1][c:2]1[n:3][c:4]([C:35]([NH:33][NH:32][c:22]2[n:23][n:24][cH:25][c:26]3[cH:27][cH:28][cH:29][cH:30][c:31]23)=[O:34])[s:5][c:6]1[CH2:7][CH2:8][O:9][N+:10](=[O:11])[O-:12]. Starting materials: Brc1ccc(Br)nc1, CS(=O)(=O)Cl, CC(C)[Mg+], [Cl-], C1CCOC1. Yields the product CS(=O)(=O)c1ccc(Br)nc1. As a reaction SMILES: [Br:1][c:2]1[n:3][cH:4][c:5]([Br:8])[cH:6][cH:7]1.[CH3:14][S:15]([Cl:16])(=[O:17])=[O:18].[CH:10]([Mg+:11])([CH3:12])[CH3:13].[Cl-:9].[O:19]1[CH2:20][CH2:21][CH2:22][CH2:23]1>>[Br:1][c:2]1[n:3][cH:4][c:5]([S:15]([CH3:14])(=[O:17])=[O:18])[cH:6][cH:7]1. Reactants: C(C)SC1=CC=C(C=C1)CC=1C(=NNC1C)O[C@H]1[C@H](O)[C@@H](O)[C@H](O)[C@H](O1)CO (4-[(4-ethylthiophenyl)methyl]-3-(β-D-glucopyranosyloxy)-5-methyl-1H-pyrazole), C(C)(=O)O (acetic acid), C(C)(=O)OC(C)=O (acetic anhydride). Solvent: O1CCCC1 (tetrahydrofuran). Reported procedure: To a solution of 4-[(4-ethylthiophenyl)methyl]-3-(β-D-glucopyranosyloxy)-5-methyl-1H-pyrazole (0.41 g) in tetrahydrofuran (10 mL) were added acetic acid (0.11 mL) and acetic anhydride (0.18 mL), and the mixture was stirred at room temperature overnight. The reaction mixture was concentrated under reduced pressure, and diethyl ether was added to the residue. The resulting precipitated crystal was collected by filtration to give 1-acetyl-4-[(4-ethylthiophenyl)methyl]-3-(β-D-glucopyranosyloxy)-5-me... The product is C(C)(=O)N1N=C(C(=C1C)CC1=CC=C(C=C1)SCC)O[C@H]1[C@H](O)[C@@H](O)[C@H](O)[C@H](O1)CO (1-acetyl-4-[(4-ethylthiophenyl)methyl]-3-(β-D-glucopyranosyloxy)-5-methylpyrazole). Reaction conditions: time 8 hour. As a reaction SMILES: [CH2:1]([S:3][C:4]1[CH:9]=[CH:8][C:7]([CH2:10][C:11]2[C:12]([O:17][C@@H:18]3[O:26][C@H:25]([CH2:27][OH:28])[C@@H:23]([OH:24])[C@H:21]([OH:22])[C@H:19]3[OH:20])=[N:13][NH:14][C:15]=2[CH3:16])=[CH:6][CH:5]=1)[CH3:2].[C:29](O)(=[O:31])[CH3:30].C(OC(=O)C)(=O)C>O1CCCC1>[C:29]([N:14]1[C:15]([CH3:16])=[C:11]([CH2:10][C:7]2[CH:8]=[CH:9][C:4]([S:3][CH2:1][CH3:2])=[CH:5][CH:6]=2)[C:12]([O:17][C@@H:18]2[O:26][C@H:25]([CH2:27][OH:28])[C@@H:23]([OH:24])[C@H:21]([OH:22])[C@H:19]2[OH:20])=[N:13]1)(=[O:31])[CH3:30]. Reactants: CN(C=O)C (dimethylformamide), C(C)(=O)OCC (ethyl acetate), Cl(=O)(=O)(=O)[O-].CSC1=[S+]C=CS1 (2-methylthio-1,3-dithiolium perchlorate), CNC1=CC=CC=C1 (N-methylaniline). Solvent: CC(=O)C (acetone). Product: Cl(=O)(=O)(=O)[O-].S1C(SC=C1)=[N+](C1=CC=CC=C1)C (N-(1,3-dithiol-2-ylidene)-N-methyl-N-phenylammonium perchlorate). Yield: 69.0%. Reaction SMILES: CN(C)C=O.[Cl:6]([O-:10])(=[O:9])(=[O:8])=[O:7].CS[C:13]1[S:17][CH:16]=[CH:15][S+:14]=1.[CH3:18][NH:19][C:20]1[CH:25]=[CH:24][CH:23]=[CH:22][CH:21]=1.C(OCC)(=O)C>CC(C)=O>[Cl:6]([O-:10])(=[O:9])(=[O:8])=[O:7].[S:14]1[CH:15]=[CH:16][S:17][C:13]1=[N+:19]([CH3:18])[C:20]1[CH:25]=[CH:24][CH:23]=[CH:22][CH:21]=1 |f:1.2,6.7|. Reported procedure: To 2 ml of dimethylformamide, 2.0 g of 2-methylthio-1,3-dithiolium perchlorate was suspended, and 1.1 ml of N-methylaniline was gradually added thereto under stirring at room temperature. The mixture was stirred at room temperature for 1 hour, and then after an addition of 30 ml of ethyl acetate, the precipitated crystals were collected by filtration. The product was recrystallized from acetone, whereby 1.7 g (yield: 69%) of N-(1,3-dithiol-2-ylidene)-N-methyl-N-phenylammonium perchlorate (Compou... Starting materials: C(C=C)(=O)O (acrylic acid), C(CCC)O (n-butanol). Reagents/catalysts: C1(=CC=C(C=C1)S(=O)(=O)O)C (para-toluenesulfonic acid). Yields the product C(C=C)(=O)OCCCC (butyl acrylate). RXN SMILES: [C:1]([OH:5])(=[O:4])[CH:2]=[CH2:3].[CH2:6](O)[CH2:7][CH2:8][CH3:9]>C1(C)C=CC(S(O)(=O)=O)=CC=1>[C:1]([O:5][CH2:6][CH2:7][CH2:8][CH3:9])(=[O:4])[CH:2]=[CH2:3]. Procedure: The following tests were carried out on the residue stream drawn from the base of a continuously-operating still-reactor column within which n-butanol and acrylic acid were being reacted in the presence of para-toluenesulfonic acid catalyst to form butyl acrylate. Acrylic acid and n-butanol were continuously introduced into the base section of the column, where they were mixed into a continuously-circulating stream drawn from the base of the column which then passed through a reboiler and was re... The reactants are CCC(C)=O, CCN(CC)C(=O)OC(=NOC)C(Cl)c1ccc(Cl)cc1, [I-], [K+], [K+], CCOP(=O)([O-])OCC. Yields the product CCOP(=O)(OCC)OC(C(=NOC)OC(=O)N(CC)CC)c1ccc(Cl)cc1. RXN SMILES: [CH2:34]([C:35]([CH3:36])=[O:37])[CH3:38].[Cl:1][CH:2]([C:3](=[N:4][O:5][CH3:6])[O:7][C:8]([N:9]([CH2:10][CH3:11])[CH2:12][CH3:13])=[O:14])[c:15]1[cH:16][cH:17][c:18]([Cl:21])[cH:19][cH:20]1.[I-:33].[K+:31].[K+:32].[P:22](=[O:23])([O:24][CH2:25][CH3:26])([O:27][CH2:28][CH3:29])[O-:30]>>[CH:2]([C:3](=[N:4][O:5][CH3:6])[O:7][C:8]([N:9]([CH2:10][CH3:11])[CH2:12][CH3:13])=[O:14])([c:15]1[cH:16][cH:17][c:18]([Cl:21])[cH:19][cH:20]1)[O:30][P:22](=[O:23])([O:24][CH2:25][CH3:26])[O:27][CH2:28][CH3:29].